The task is: describe an organic reaction: reactants, conditions, products, and yield. This data is from the Open Reaction Database (ORD), a public repository of structured organic reaction records. The reactants are S1C=C(C=C1)/C=C/C=C/CO ((E,E)-5-(3-thienyl)-2,4-pentadien-1-ol), C(C)(=O)OCC (ethyl acetate), P(Br)(Br)Br (phosphorus tribromide), C(C)(=O)OCC (ethyl acetate). Conditions: time 1 hour. Yields the product S1C=C(C=C1)/C=C/C=C/CC=1C=C(C=O)C=CC1 ((E,E)-3-[5-(3-thienyl)-2,4-penta-dienyl]benzaldehyde). Reaction SMILES: [S:1]1[CH:5]=[CH:4][C:3](/[CH:6]=[CH:7]/[CH:8]=[CH:9]/[CH2:10]O)=[CH:2]1.P(Br)(Br)Br.C([O:19][CH2:20][CH3:21])(=O)C>>[S:1]1[CH:5]=[CH:4][C:3](/[CH:6]=[CH:7]/[CH:8]=[CH:9]/[CH2:10][C:4]2[CH:5]=[C:21]([CH:7]=[CH:6][CH:3]=2)[CH:20]=[O:19])=[CH:2]1. Reported procedure: 20 mg of the resulting alcohol compound was dissolved in 1.5 ml of ethyl acetate, and under ice cooling, an ethyl acetate solution (0.5 ml) of 16.2 mg of phosphorus tribromide was added dropwise. The mixture was stirred for 1 hour, and then the solvent was evaporated. The residue was dissolved in 3 ml of toluene, and under a nitrogen atmosphere, 59 mg of 3-(tributylstannyl)benzaldehyde and 3 mg of tetrakis(triphenylphosphine)palladium were added. After the mixture was refluxed for 3 hours, 1 ml ...